This data is from the Open Reaction Database (ORD), a public repository of structured organic reaction records. The task is: describe an organic reaction: reactants, conditions, products, and yield The reactants are C(C)(C)(C)C1=C(C(=CC(=C1)C(C)(C)C)C)O (2,4-di-tert-butyl-6-methylphenol), P(Cl)(Cl)Cl (phosphorus trichloride). The reagents and catalysts are CN(C=O)C (dimethylformamide). The solvent is C=1(C(=CC=CC1)C)C (xylene). Reaction conditions: temperature 50 celsius, time 1.5 hour. The product is P(OC1=C(C=C(C=C1C)C(C)(C)C)C(C)(C)C)(OC1=C(C=C(C=C1C)C(C)(C)C)C(C)(C)C)Cl (bis(2,4-di-tert-butyl-6-methylphenyl) phosphorochloridite). Isolated yield 95.0%. Reaction SMILES: [C:1]([C:5]1[CH:10]=[C:9]([C:11]([CH3:14])([CH3:13])[CH3:12])[CH:8]=[C:7]([CH3:15])[C:6]=1[OH:16])([CH3:4])([CH3:3])[CH3:2].[P:17]([Cl:20])(Cl)Cl>CN(C)C=O.C1(C)C(C)=CC=CC=1>[P:17]([Cl:20])([O:16][C:6]1[C:7]([CH3:15])=[CH:8][C:9]([C:11]([CH3:13])([CH3:12])[CH3:14])=[CH:10][C:5]=1[C:1]([CH3:4])([CH3:3])[CH3:2])[O:16][C:6]1[C:7]([CH3:15])=[CH:8][C:9]([C:11]([CH3:14])([CH3:13])[CH3:12])=[CH:10][C:5]=1[C:1]([CH3:4])([CH3:3])[CH3:2]. Procedure details: 890.3 g (4 mol) of 2,4-di-tert-butyl-6-methylphenol, 4.2 g of dimethylformamide and 170.0 g of xylene are introduced into a four-neck flask which has been flushed with nitrogen and is fitted with a thermometer, dropping funnel, reflux condenser and distillation attachment. 274.9 g (2 mol) of phosphorus trichloride are added dropwise with stirring over the course of 1.5 hours at a temperature of 50° C. The reaction mixture is warmed to 130° C. and refluxed at this temperature for 1 hour. The reac... Starting materials: C(CCCCCCC\C=C/C=C/CCCCCC)(=O)Cl ((Z,E)-9,11-octadecadienoyl chloride), C(CCCCCCCC\C=C\C\C=C\CCCCC)(=O)Cl ((E,E)-10,13-nonadecadienoyl chloride), C(CCCCCCC\C=C/C\C=C/CCCCC)(=O)Cl ((Z,Z)-9,12-octadecadienoyl chloride), C(CCCCCCC\C=C/C\C=C\CCCCC)(=O)Cl ((Z,E)-9,12-octadecadienoyl chloride), C(CCCCCCCCC\C=C\C\C=C\CCCCC)(=O)Cl ((E,E)-11,14-cosadienoyl chloride). Yields the product C(CCCCCCC\C=C\C\C=C\CCCCC)(=O)Cl ((E,E)-9,12-octadecadienoyl chloride), vanillyl-alkadienamide. RXN SMILES: [C:1]([Cl:20])(=[O:19])[CH2:2][CH2:3][CH2:4][CH2:5][CH2:6][CH2:7][CH2:8]/[CH:9]=[CH:10]\[CH2:11]/[CH:12]=[CH:13]\[CH2:14][CH2:15][CH2:16][CH2:17][CH3:18].C(Cl)(=O)CCCCCCC/C=C\C/C=C/CCCCC.C(Cl)(=O)CCCCCCC/C=C\C=C\CCCCCC.C(Cl)(=O)CCCCCCCC/C=C/C/C=C/CCCCC.C(Cl)(=O)CCCCCCCCC/C=C/C/C=C/CCCCC>>[C:1]([Cl:20])(=[O:19])[CH2:2][CH2:3][CH2:4][CH2:5][CH2:6][CH2:7][CH2:8]/[CH:9]=[CH:10]/[CH2:11]/[CH:12]=[CH:13]/[CH2:14][CH2:15][CH2:16][CH2:17][CH3:18]. Procedure: In the above example, (Z,Z)-9,12-octadecadienoyl chloride, (Z,E)-9,12-octadecadienoyl chloride, (Z,E)-9,11-octadecadienoyl chloride, (E,E)-10,13-nonadecadienoyl chloride, and (E,E)-11,14-cosadienoyl chloride are substituted, respectively, for (E,E)-9,12-octadecadienoyl chloride, thereby obtaining each respective N vanillyl-alkadienamide. Reactants: Cl (HCl), BrC=1C=C2CCC(CC2=CC1)=NO (6-bromo-3,4-dihydro-1H-naphthalen-2-one oxime), [OH-].[Na+] (NaOH). Run in C1CCOC1 (THF). Yields the product BrC=1C=C2CCC(CC2=CC1)N (6-bromo-1,2,3,4-tetrahydro-naphthalen-2-ylamine). RXN SMILES: [Br:1][C:2]1[CH:3]=[C:4]2[C:9](=[CH:10][CH:11]=1)[CH2:8][C:7](=[N:12]O)[CH2:6][CH2:5]2.Cl.[OH-].[Na+]>C1COCC1>[Br:1][C:2]1[CH:3]=[C:4]2[C:9](=[CH:10][CH:11]=1)[CH2:8][CH:7]([NH2:12])[CH2:6][CH2:5]2 |f:2.3|. Reported procedure: A solution of BH3-THF complex (1M) (35.9 mL, 35.9 mmol) was added drop-wise to a stirred solution of 6-bromo-3,4-dihydro-1H-naphthalen-2-one oxime (Step A) (3.450 g, 14.37 mmol) in THF (125 ml) at 0° C. The mixture was warmed to RT and to reflux for 24 h. The reaction was cooled to RT and 1 N aqueous HCl was added carefully until the mixture was acidic and the system was stirred until no further gas was evolved. The solution was made basic by the addition of NaOH and the aqueous layer was extrac...